Dataset: the Open Reaction Database (ORD), a public repository of structured organic reaction records. Task: describe an organic reaction: reactants, conditions, products, and yield Starting materials: ClC1=NC(=NC(=C1)N1CCCC1)N1CCCC1 (4-chloro-2,6-di-pyrrolidin-1-yl-pyrimidine), [N+](=O)([O-])C1=CC=C(C=C1)N1CCNCC1 (4-nitrophenylpiperazine), N1=CC=CC=C1 (pyridine). Solvent: O (water). Conditions: temperature 100 celsius. Product: [N+](=O)([O-])C1=CC=C(C=C1)N1CCN(CC1)C1=NC(=NC(=C1)N1CCCC1)N1CCCC1 (4-[4-(4-nitrophenyl)-1-piperazinyl]-2,6-di(1-pyrrolidinyl)pyrimidine). Yield: 49.0%. RXN SMILES: Cl[C:2]1[CH:7]=[C:6]([N:8]2[CH2:12][CH2:11][CH2:10][CH2:9]2)[N:5]=[C:4]([N:13]2[CH2:17][CH2:16][CH2:15][CH2:14]2)[N:3]=1.[N+:18]([C:21]1[CH:26]=[CH:25][C:24]([N:27]2[CH2:32][CH2:31][NH:30][CH2:29][CH2:28]2)=[CH:23][CH:22]=1)([O-:20])=[O:19].N1C=CC=CC=1>O>[N+:18]([C:21]1[CH:22]=[CH:23][C:24]([N:27]2[CH2:32][CH2:31][N:30]([C:2]3[CH:7]=[C:6]([N:8]4[CH2:12][CH2:11][CH2:10][CH2:9]4)[N:5]=[C:4]([N:13]4[CH2:17][CH2:16][CH2:15][CH2:14]4)[N:3]=3)[CH2:29][CH2:28]2)=[CH:25][CH:26]=1)([O-:20])=[O:19]. Procedure details: 2.52 g (10 mmole) of 4-chloro-2,6-di-pyrrolidin-1-yl-pyrimidine (J. Med. Chem. (1990) 33 (4), 1145-1151) and 2.07 g (10 mmole) of 4-nitrophenylpiperazine are dissolved in a 250 ml flask containing 20 ml of anhydrous pyridine, under an argon atmosphere. The reaction mixture is heated at 100° C. for 48 hours. After cooling down, the contents of the flask are poured into 250 ml of water and the product is extracted using twice 50 ml of CH2Cl2. The organic phase is then washed with 50 ml of brine, d... Starting materials: Cc1cc(Br)ccc1CBr, CCOC(C)=O, [Na+], N#C[Na], O=C([O-])O, CN(C)C=O, O. The product is Cc1cc(Br)ccc1CC#N. As a reaction SMILES: [Br:1][c:2]1[cH:3][c:4]([CH3:10])[c:5]([CH2:8][Br:9])[cH:6][cH:7]1.[CH3:25][CH2:26][O:27][C:28]([CH3:29])=[O:30].[Na+:19].[Na:11][C:12]#[N:13].[O-:15][C:16]([OH:17])=[O:18].[O:20]=[CH:21][N:22]([CH3:23])[CH3:24].[OH2:14]>>[Br:1][c:2]1[cH:3][c:4]([CH3:10])[c:5]([CH2:8][C:12]#[N:13])[cH:6][cH:7]1. RXN SMILES: Br.[C:2]([C:5]1[C:15]2[CH2:14][CH2:13][NH:12][CH2:11][CH:10]([C:16]3[CH:21]=[CH:20][CH:19]=[CH:18][CH:17]=3)[C:9]=2[CH:8]=[C:7]([OH:22])[C:6]=1[OH:23])([OH:4])=[O:3].[ClH:24].[CH3:25]O>>[ClH:24].[C:2]([C:5]1[C:15]2[CH2:14][CH2:13][NH:12][CH2:11][CH:10]([C:16]3[CH:21]=[CH:20][CH:19]=[CH:18][CH:17]=3)[C:9]=2[CH:8]=[C:7]([OH:22])[C:6]=1[OH:23])([O:4][CH3:25])=[O:3] |f:0.1,4.5|. The product is Cl.C(=O)(OC)C1=C(C(=CC=2C(CNCCC21)C2=CC=CC=C2)O)O (6-carbomethoxy-7,8-dihydroxy-1-phenyl-2,3,4,5-tetrahydro-1H-3-benzazepine hydrochloride). Reactants: Br.C(=O)(O)C1=C(C(=CC=2C(CNCCC21)C2=CC=CC=C2)O)O (6-carboxy-7,8-dihydroxy-1-phenyl-2,3,4,5-tetrahydro-1H-3-benzazepine hydrobromide), Cl (hydrogen chloride), CO (methanol). Reported procedure: A mixture of 3.0 g (0.0079 mole) of 6-carboxy-7,8-dihydroxy-1-phenyl-2,3,4,5-tetrahydro-1H-3-benzazepine hydrobromide in 200 ml of methanol saturated with hydrogen chloride gas was heated at reflux for 60 hours. The solvent was stripped off and the residue was triturated with ethyl acetate, then recrystallized from methanol-ethyl acetate to give 6-carbomethoxy-7,8-dihydroxy-1-phenyl-2,3,4,5-tetrahydro-1H-3-benzazepine hydrochloride, m.p. 216°-219° (dec.). The reactants are N1=C(C=CC=C1)CNC1=C(C=CC=C1)[N+](=O)[O-] (N-2-picolyl-o-nitroaniline). Reaction SMILES: [N:1]1[CH:6]=[CH:5][CH:4]=[CH:3][C:2]=1[CH2:7][NH:8][C:9]1[CH:14]=[CH:13][CH:12]=[CH:11][C:10]=1[N+:15]([O-])=O>[Ni].CO>[N:1]1[CH:6]=[CH:5][CH:4]=[CH:3][C:2]=1[CH2:7][NH:8][C:9]1[CH:14]=[CH:13][CH:12]=[CH:11][C:10]=1[NH2:15]. The solvent is CO (methanol). Yields the product N1=C(C=CC=C1)CNC1=C(C=CC=C1)N (N-2-Picolyl-o-phenylenediamine). The reagents and catalysts are [Ni] (Raney nickel). Procedure: 10 g of N-2-picolyl-o-nitroaniline are hydrogenated with Raney nickel in methanol at room temperature to give the o-phenylenediamine derivative which remains as an oil, after the catalyst has been filtered off and the solvent has been evaporated in vacuo. The reactants are 3, C1(=C(C=CC=C1)P(C1=C(C=CC=C1)C)C1=C(C=CC=C1)C)C (tri-o-tolylphosphine), C1=CC=CC=2SC3=CC=CC=C3NC12 (phenothiazine), BrC1=CC=C(C=C1)CCCC (1-bromo-4-butyl benzene), CC(C)([O-])C.[Na+] (sodium t-butoxide), Cl (HCl). The reagents and catalysts are C(C)(=O)[O-].[Pd+2].C(C)(=O)[O-] (palladium acetate). The solvent is C1(=CC=CC=C1)C (toluene), C1(=CC=CC=C1)C (toluene). Run at time 20 minute. The product is C(CCC)C1=CC=C(C=C1)N1C2=CC=CC=C2SC=2C=CC=CC12 (N-(4-n-Butylphenyl)phenothiazine). Yield: 59.1%. RXN SMILES: C1(C)C=CC=CC=1P(C1C=CC=CC=1C)C1C=CC=CC=1C.[CH:23]1[C:36]2[NH:35][C:34]3[C:29](=[CH:30][CH:31]=[CH:32][CH:33]=3)[S:28][C:27]=2[CH:26]=[CH:25][CH:24]=1.Br[C:38]1[CH:43]=[CH:42][C:41]([CH2:44][CH2:45][CH2:46][CH3:47])=[CH:40][CH:39]=1.CC(C)([O-])C.[Na+].Cl>C([O-])(=O)C.[Pd+2].C([O-])(=O)C.C1(C)C=CC=CC=1>[CH2:44]([C:41]1[CH:42]=[CH:43][C:38]([N:35]2[C:36]3[CH:23]=[CH:24][CH:25]=[CH:26][C:27]=3[S:28][C:29]3[C:34]2=[CH:33][CH:32]=[CH:31][CH:30]=3)=[CH:39][CH:40]=1)[CH2:45][CH2:46][CH3:47] |f:3.4,6.7.8|. Procedure details: A 2 L 3 neck round bottom flask equipped with overhead stirrer, reflux condensor and a nitrogen line was charged with 0.948 g (4.216 mmol) palladium acetate and 2.647 g (8.746 mmol) tri-o-tolylphosphine and 50 ml toluene. The mixture was stirred at ambient temperature for 20 minutes until an orange-red solution was formed. At that time, phenothiazine (19.93 g, 100 mmol), 1-bromo-4-butyl benzene (23.6 g, 110 mmol) and sodium t-butoxide (10.71 g, 100 mmol) along with 1000 mL toluene was added. The... The reactants are N (ammonia), CN (methylamine), ClC1(C(C(CCC1)(Cl)Cl)=O)Cl (2,2,6,6-tetrachlorocyclohexanone). Reagents/catalysts: [Ti](Cl)(Cl)(Cl)Cl (titanium tetrachloride). Run in C1(=CC=CC=C1)C (toluene). Product: ClC1(C(C(CCC1)(Cl)Cl)=N)Cl (2,2,6,6-tetrachlorocyclohexaneimine). RXN SMILES: [NH3:1].CN.[Cl:4][C:5]1([Cl:14])[CH2:10][CH2:9][CH2:8][C:7]([Cl:12])([Cl:11])[C:6]1=O>[Ti](Cl)(Cl)(Cl)Cl.C1(C)C=CC=CC=1>[Cl:4][C:5]1([Cl:14])[CH2:10][CH2:9][CH2:8][C:7]([Cl:12])([Cl:11])[C:6]1=[NH:1]. Procedure details: The procedure of Example 1 was repeated except that 1.56 moles of each amine and ammonia shown in Table 1 was used instead of aniline to give oily 2,2,6,6-tetrachlorocyclohexaneimine derivative. In Examples 4 and 5, gaseous ammonia and methylamine were introduced into the mixture of 2,2,6,6-tetrachlorocyclohexanone, toluene and titanium tetrachloride, respectively. The structural formulae, yields and results of IR analysis of the obtained 2,2,6,6-tetrachlorocyclohexaneimine derivatives (I) are s... The product is N#Cc1ccc(-c2ccc(-c3cccs3)s2)s1. Reactants: O=C=NS(=O)(=O)Cl, ClCCl, ClCCl, ClCl, ClCCl, CN(C)C=O, c1csc(-c2ccc(-c3cccs3)s2)c1. As a reaction SMILES: [Cl:16][S:17](=[O:19])([N:20]=[C:21]=[O:18])=[O:22].[Cl:23][CH2:24][Cl:25].[Cl:31][CH2:32][Cl:33].[Cl:34][Cl:35].[Cl:36][CH2:37][Cl:38].[O:26]=[CH:27][N:28]([CH3:29])[CH3:30].[s:1]1[c:2](-[c:6]2[s:7][c:8](-[c:11]3[s:12][cH:13][cH:14][cH:15]3)[cH:9][cH:10]2)[cH:3][cH:4][cH:5]1>>[s:1]1[c:2](-[c:6]2[s:7][c:8](-[c:11]3[s:12][c:13]([C:21]#[N:20])[cH:14][cH:15]3)[cH:9][cH:10]2)[cH:3][cH:4][cH:5]1. Starting materials: [OH-].[Na+] (sodium hydroxide), C(C)OC(=O)C1C(=NN(C1)C)C(F)(F)F (1-Methyl-3-trifluoromethyl-4,5-dihydro-1H-pyrazole-4-carboxylic acid ethyl ester), Cl (hydrochloric acid). Procedure: 1-Methyl-3-trifluoromethyl-4,5-dihydro-1H-pyrazole-4-carboxylic acid ethyl ester (20 g, 90 mmol) was dissolved in 400 ml of dioxan. 400 ml of a 1 N aqueous sodium hydroxide solution (0.4 mol) were added and the reaction mixture was stirred for 2 h at room temperature. Subsequently the mixture was acidified with concentrated hydrochloric acid (pH 2). The dioxan was removed in vacuo, the residue was extracted with ethyl acetate. The combined organic layer was washed with brine, dried over magnesiu... Run in O1CCOCC1 (dioxan). Reaction conditions: time 2 hour. As a reaction SMILES: C([O:3][C:4]([CH:6]1[CH2:10][N:9]([CH3:11])[N:8]=[C:7]1[C:12]([F:15])([F:14])[F:13])=[O:5])C.[OH-].[Na+].Cl>O1CCOCC1>[CH3:11][N:9]1[CH2:10][CH:6]([C:4]([OH:5])=[O:3])[C:7]([C:12]([F:13])([F:14])[F:15])=[N:8]1 |f:1.2|. Yields the product CN1N=C(C(C1)C(=O)O)C(F)(F)F (1-methyl-3-trifluoromethyl-4,5-dihydro-1H-pyrazole-4-carboxylic acid).